From a dataset of the Open Reaction Database (ORD), a public repository of structured organic reaction records. describe an organic reaction: reactants, conditions, products, and yield The reactants are C(C)(=O)C=1C=NC2=CC=C(C=C2C1O)C (3-Acetyl-4-hydroxy-6-methylquinoline), P(=O)(Cl)(Cl)Cl (phosphorus oxychloride), ice caustic soda. Reaction SMILES: [C:1]([C:4]1[CH:5]=[N:6][C:7]2[C:12]([C:13]=1O)=[CH:11][C:10]([CH3:15])=[CH:9][CH:8]=2)(=[O:3])[CH3:2].P(Cl)(Cl)([Cl:18])=O>>[C:1]([C:4]1[CH:5]=[N:6][C:7]2[C:12]([C:13]=1[Cl:18])=[CH:11][C:10]([CH3:15])=[CH:9][CH:8]=2)(=[O:3])[CH3:2]. Product: C(C)(=O)C=1C=NC2=CC=C(C=C2C1Cl)C (3-Acetyl-4-chloro-6-methylquinoline). Reported procedure: 3-Acetyl-4-hydroxy-6-methylquinoline (0.02 mol), prepared according to R. K. MAPARA and C. M. DESAI (CA 50 1011 b) is added to 40 ml of freshly distilled phosphorus oxychloride. The mixture is brought to reflux for 10 minutes. The solution is brought back to room temperature and then poured onto an ice/caustic soda mixture. After extraction with dichloromethane, the ogranic phase is decanted, washed until neutral, dried and concentrated. The 3-acetyl-4-chloro-6-methylquinoline (m.p. 145° C.) is ... The reactants are COC(=O)c1ccc(N)c(Br)c1, CC(C)=O, Cl, [I-], [K+], O=N[O-], [Na+], O. Product: COC(=O)c1ccc(I)c(Br)c1. As a reaction SMILES: [CH3:1][O:2][C:3]([c:4]1[cH:5][c:6]([Br:11])[c:7]([NH2:10])[cH:8][cH:9]1)=[O:12].[CH3:20][C:21](=[O:22])[CH3:23].[ClH:13].[I-:19].[K+:18].[N:14]([O-:15])=[O:16].[Na+:17].[OH2:24]>>[CH3:1][O:2][C:3]([c:4]1[cH:5][c:6]([Br:11])[c:7]([I:19])[cH:8][cH:9]1)=[O:12]. The reactants are O=C(OO)c1cccc(Cl)c1, ClCCl, CCCCCC(O)c1cccc(OCc2ccc3ccccc3n2)c1. The product is CCCCCC(O)c1cccc(OCc2ccc3ccccc3[n+]2[O-])c1. Reaction SMILES: [Cl:26][c:27]1[cH:28][c:29]([C:34](=[O:31])[O:35][OH:36])[cH:30][cH:32][cH:33]1.[Cl:37][CH2:38][Cl:39].[OH:1][CH:2]([CH2:3][CH2:4][CH2:5][CH2:6][CH3:7])[c:8]1[cH:9][c:10]([O:11][CH2:12][c:13]2[n:14][c:15]3[cH:16][cH:17][cH:18][cH:19][c:20]3[cH:21][cH:22]2)[cH:23][cH:24][cH:25]1>>[OH:1][CH:2]([CH2:3][CH2:4][CH2:5][CH2:6][CH3:7])[c:8]1[cH:9][c:10]([O:11][CH2:12][c:13]2[n+:14]([O-:31])[c:15]3[cH:16][cH:17][cH:18][cH:19][c:20]3[cH:21][cH:22]2)[cH:23][cH:24][cH:25]1. The reactants are COc1cc(C=C2C(=O)N(CC(=O)OC(C)(C)C)C(=O)C2=Cc2ccccc2)cc(OC)c1OC, ClCCl, O=C(O)C(F)(F)F. Yields the product COc1cc(C=C2C(=O)N(CC(=O)O)C(=O)C2=Cc2ccccc2)cc(OC)c1OC. RXN SMILES: [C:1]([CH3:2])([CH3:3])([CH3:4])[O:5][C:6](=[O:7])[CH2:8][N:9]1[C:10](=[O:35])[C:11](=[CH:28][c:29]2[cH:30][cH:31][cH:32][cH:33][cH:34]2)[C:12](=[CH:15][c:16]2[cH:17][c:18]([O:26][CH3:27])[c:19]([O:24][CH3:25])[c:20]([O:22][CH3:23])[cH:21]2)[C:13]1=[O:14].[Cl:43][CH2:44][Cl:45].[OH:36][C:37]([C:38]([F:39])([F:40])[F:41])=[O:42]>>[O:5]=[C:6]([OH:7])[CH2:8][N:9]1[C:10](=[O:35])[C:11](=[CH:28][c:29]2[cH:30][cH:31][cH:32][cH:33][cH:34]2)[C:12](=[CH:15][c:16]2[cH:17][c:18]([O:26][CH3:27])[c:19]([O:24][CH3:25])[c:20]([O:22][CH3:23])[cH:21]2)[C:13]1=[O:14]. Starting materials: N([O])(S(=O)(=O)[O-])S(=O)(=O)[O-].[K+].[K+] (Potassium nitrosodisulfonate), N([O])(S(=O)(=O)[O-])S(=O)(=O)[O-].[K+].[K+] (potassium nitrosodisulfonate), [K] (potassium), COC=1C=C(C=CC1)O (m-methoxyphenol). The solvent is O (water), CC(=O)C (acetone). Reaction conditions: time 10 minute. Yields the product COC=1C(C=CC(C1)=O)=O (2 -methoxy-p-benzoquinone). Yield: 117.5%. As a reaction SMILES: N(S([O-])(=O)=O)(S([O-])(=O)=[O:4])[O].[K+].[K+].[K].[CH3:14][O:15][C:16]1[CH:17]=[C:18]([OH:22])[CH:19]=[CH:20][CH:21]=1>O.CC(C)=O>[CH3:14][O:15][C:16]1[C:21](=[O:4])[CH:20]=[CH:19][C:18](=[O:22])[CH:17]=1 |f:0.1.2,^1:9,12|. Procedure details: A solution of potassium nitrosodisulfonate (0.75 g) and potassium monobasic phosphate (0.75 g) in water (37.5 ml) was added to m-methoxyphenol (109 mg, 0.9 mmol) in acetone (12.5 ml) and the resulting mixture was stirred vigorously for 10 minutes. Potassium nitrosodisulfonate (0.75 g) was added to the reaction mixture in two portions at 30 minute intervals and the stirring was continued for an additional two hours. After removal of acetone under reduced pressure, the resulting aqueous solution w... Starting materials: C#C[Si](C)(C)C, CCCC[N+](CCCC)(CCCC)CCCC, C1CCOC1, [Cu]I, [F-], O=C(CNC(=O)c1cccc(C(F)(F)F)c1)NC1CN(C2CCC(n3cc(I)ccc3=O)CC2)C1. Product: C#Cc1ccc(=O)n(C2CCC(N3CC(NC(=O)CNC(=O)c4cccc(C(F)(F)F)c4)C3)CC2)c1. RXN SMILES: [C:36](#[CH:37])[Si:38]([CH3:39])([CH3:40])[CH3:41].[CH2:43]([N+:44]([CH2:45][CH2:46][CH2:47][CH3:48])([CH2:49][CH2:50][CH2:51][CH3:52])[CH2:53][CH2:54][CH2:55][CH3:56])[CH2:57][CH2:58][CH3:59].[CH2:60]1[O:61][CH2:62][CH2:63][CH2:64]1.[Cu:65][I:66].[F-:42].[I:1][c:2]1[cH:3][cH:4][c:5](=[O:35])[n:6]([CH:8]2[CH2:9][CH2:10][CH:11]([N:14]3[CH2:15][CH:16]([NH:18][C:19](=[O:20])[CH2:21][NH:22][C:23]([c:24]4[cH:25][c:26]([C:30]([F:31])([F:32])[F:33])[cH:27][cH:28][cH:29]4)=[O:34])[CH2:17]3)[CH2:12][CH2:13]2)[cH:7]1>>[c:2]1([C:36]#[CH:37])[cH:3][cH:4][c:5](=[O:35])[n:6]([CH:8]2[CH2:9][CH2:10][CH:11]([N:14]3[CH2:15][CH:16]([NH:18][C:19](=[O:20])[CH2:21][NH:22][C:23]([c:24]4[cH:25][c:26]([C:30]([F:31])([F:32])[F:33])[cH:27][cH:28][cH:29]4)=[O:34])[CH2:17]3)[CH2:12][CH2:13]2)[cH:7]1. Starting materials: C=C1CC(C1)C(=O)Cl (3-methylene-cyclobutanecarbonyl chloride), NC1=C(C=C(C=C1)Br)S (2-Amino-5-bromo-benzenethiol), CC=1C=CC(=CC1)S(=O)(=O)O (p-toluenesulfonate), C1(=CC=C(C=C1)C)C (Para-xylene). The solvent is C=1(C(=CC=CC1)C)C (xylene), C(C)(=O)OCC (ethyl acetate). Conditions: temperature 50 celsius. Product: BrC1=CC2=C(N=C(S2)C2CC(C2)=C)C=C1 (6-Bromo-2-(3-methylene-cyclobutyl)-benzothiazole). Isolated yield 250.1%. Reaction SMILES: [NH2:1][C:2]1[CH:7]=[CH:6][C:5]([Br:8])=[CH:4][C:3]=1[SH:9].[CH3:10][C:11]1[CH:12]=C[C:14](S(O)(=O)=O)=[CH:15][CH:16]=1.C1(C)C=CC(C)=CC=1.C=C1CC(C(Cl)=O)C1>C1(C)C(C)=CC=CC=1.C(OCC)(=O)C>[Br:8][C:5]1[CH:6]=[CH:7][C:2]2[N:1]=[C:10]([CH:11]3[CH2:16][C:15](=[CH2:14])[CH2:12]3)[S:9][C:3]=2[CH:4]=1. Procedure details: The product of Example 1A (1.0 g, 4.90 mmole) was weighed into a 100 ml round bottom flask and pyrridium p-toluenesulfonate (0.37 g, 1.47 mmole) was added. The flask was placed on high vacuum overnight. Para-xylene (50 ml) was added followed by tiethylamine (0.68 ml, 4.9 mmole). The mixture was rapidly stirred at 50° C. to give an almost clear solution. A solution of 3-methylene-cyclobutanecarbonyl chloride (0.64 g, 4.9 mmole) (prepared according to literature procedure, JACS, 1959, 81, 2723-272...